Dataset: the Open Reaction Database (ORD), a public repository of structured organic reaction records. Task: describe an organic reaction: reactants, conditions, products, and yield Starting materials: C1CCOC1, C[Si](C)(C)[N-][Si](C)(C)C, Cc1cc(CBr)cc(C)c1F, Cc1cc(COCCCCCC(=O)N2C(=O)OCC2Cc2ccccc2)ccc1F, [Li+]. Product: Cc1cc(COCCCCC(Cc2cc(C)c(F)c(C)c2)C(=O)N2C(=O)OCC2Cc2ccccc2)ccc1F. RXN SMILES: [CH2:52]1[O:53][CH2:54][CH2:55][CH2:56]1.[CH3:32][Si:33]([N-:34][Si:35]([CH3:36])([CH3:37])[CH3:38])([CH3:39])[CH3:40].[CH3:41][c:42]1[cH:43][c:44]([CH2:45][Br:46])[cH:47][c:48]([CH3:51])[c:49]1[F:50].[F:1][c:2]1[c:3]([CH3:30])[cH:4][c:5]([CH2:6][O:7][CH2:8][CH2:9][CH2:10][CH2:11][CH2:12][C:13](=[O:14])[N:15]2[C:16](=[O:27])[O:17][CH2:18][CH:19]2[CH2:20][c:21]2[cH:22][cH:23][cH:24][cH:25][cH:26]2)[cH:28][cH:29]1.[Li+:31]>>[F:1][c:2]1[c:3]([CH3:30])[cH:4][c:5]([CH2:6][O:7][CH2:8][CH2:9][CH2:10][CH2:11][CH:12]([C:13](=[O:14])[N:15]2[C:16](=[O:27])[O:17][CH2:18][CH:19]2[CH2:20][c:21]2[cH:22][cH:23][cH:24][cH:25][cH:26]2)[CH2:45][c:44]2[cH:43][c:42]([CH3:41])[c:49]([F:50])[c:48]([CH3:51])[cH:47]2)[cH:28][cH:29]1. Reactants: ClC=1C=C(OC2CN(C2)C(=O)Cl)C=CC1Cl (3-(3,4-dichlorophenoxy)-1-azetidinecarbonyl chloride), N1=C(C=CC=C1)N1CCNCC1 (1-(2-pyridyl)piperazine), C([O-])([O-])=O.[K+].[K+] (potassium carbonate). Run in O1CCCC1 (tetrahydrofuran). Reaction conditions: time 30 minute. Product: ClC=1C=C(OC2CN(C2)C(=O)N2CCN(CC2)C2=NC=CC=C2)C=CC1Cl (1-[3-(3,4-Dichlorophenoxy)-1-azetidinylcarbonyl]-4-(2-pyridinyl)piperazine). The yield is 30.7%. As a reaction SMILES: [Cl:1][C:2]1[CH:3]=[C:4]([CH:13]=[CH:14][C:15]=1[Cl:16])[O:5][CH:6]1[CH2:9][N:8]([C:10](Cl)=[O:11])[CH2:7]1.[N:17]1[CH:22]=[CH:21][CH:20]=[CH:19][C:18]=1[N:23]1[CH2:28][CH2:27][NH:26][CH2:25][CH2:24]1.C(=O)([O-])[O-].[K+].[K+]>O1CCCC1>[Cl:1][C:2]1[CH:3]=[C:4]([CH:13]=[CH:14][C:15]=1[Cl:16])[O:5][CH:6]1[CH2:9][N:8]([C:10]([N:26]2[CH2:27][CH2:28][N:23]([C:18]3[CH:19]=[CH:20][CH:21]=[CH:22][N:17]=3)[CH2:24][CH2:25]2)=[O:11])[CH2:7]1 |f:2.3.4|. Reported procedure: A stirred solution of 2.8 g (0.01 mole) of 3-(3,4-dichlorophenoxy)-1-azetidinecarbonyl chloride in 25 ml of tetrahydrofuran was treated in turn with 1.6 g (0.01 mole) of 1-(2-pyridyl)piperazine and 1.4 g (0.01 mole) of potassium carbonate. After 30 min, a solid had precipitated which dissolved when approximately 2 g of ice was added. After stirring for 18 hr, the reaction mixture was diluted with 200 ml of water and a paste-like solid separated which was filtered to yield 3.3 g of crude product.... Reactants: COC(=O)CBr, COc1ccc2cc(Cc3nc(-c4ccc(Cl)cc4Cl)cn3-c3ccc([N+](=O)[O-])cc3)ccc2c1. Product: COC(=O)CNc1ccc(-n2cc(-c3ccc(Cl)cc3Cl)nc2Cc2ccc3cc(OC)ccc3c2)cc1. RXN SMILES: [Br:36][CH2:37][C:38](=[O:39])[O:40][CH3:41].[Cl:1][c:2]1[c:3](-[c:9]2[n:10][c:11]([CH2:23][c:24]3[cH:25][c:26]4[cH:27][cH:28][c:29]([O:34][CH3:35])[cH:30][c:31]4[cH:32][cH:33]3)[n:12](-[c:14]3[cH:15][cH:16][c:17]([N+:20]([O-:21])=[O:22])[cH:18][cH:19]3)[cH:13]2)[cH:4][cH:5][c:6]([Cl:8])[cH:7]1>>[Cl:1][c:2]1[c:3](-[c:9]2[n:10][c:11]([CH2:23][c:24]3[cH:25][c:26]4[cH:27][cH:28][c:29]([O:34][CH3:35])[cH:30][c:31]4[cH:32][cH:33]3)[n:12](-[c:14]3[cH:15][cH:16][c:17]([NH:20][CH2:37][C:38](=[O:39])[O:40][CH3:41])[cH:18][cH:19]3)[cH:13]2)[cH:4][cH:5][c:6]([Cl:8])[cH:7]1. The reactants are O=C=Nc1ccc(Cl)cc1, NC1N=C(c2ccccc2)c2ccccc2N(CC(=O)OCc2ccccc2)C1=O, C1CCOC1. Product: O=C(Nc1ccc(Cl)cc1)NC1N=C(c2ccccc2)c2ccccc2N(CC(=O)OCc2ccccc2)C1=O. RXN SMILES: [Cl:31][c:32]1[cH:33][cH:34][c:35]([N:38]=[C:39]=[O:40])[cH:36][cH:37]1.[NH2:1][CH:2]1[C:3](=[O:30])[N:4]([CH2:19][C:20](=[O:21])[O:22][CH2:23][c:24]2[cH:25][cH:26][cH:27][cH:28][cH:29]2)[c:5]2[c:6]([cH:15][cH:16][cH:17][cH:18]2)[C:7]([c:9]2[cH:10][cH:11][cH:12][cH:13][cH:14]2)=[N:8]1.[O:41]1[CH2:42][CH2:43][CH2:44][CH2:45]1>>[NH:1]([CH:2]1[C:3](=[O:30])[N:4]([CH2:19][C:20](=[O:21])[O:22][CH2:23][c:24]2[cH:25][cH:26][cH:27][cH:28][cH:29]2)[c:5]2[c:6]([cH:15][cH:16][cH:17][cH:18]2)[C:7]([c:9]2[cH:10][cH:11][cH:12][cH:13][cH:14]2)=[N:8]1)[C:39]([NH:38][c:35]1[cH:34][cH:33][c:32]([Cl:31])[cH:37][cH:36]1)=[O:40]. The reactants are Nc1cc([N+](=O)[O-])ccc1Br, COc1ccc(-c2cccc(C(=O)Cl)c2)c(OC)c1OC, ClCCl, N#N, c1ccncc1. Yields the product COc1ccc(-c2cccc(C(=O)Nc3cc([N+](=O)[O-])ccc3Br)c2)c(OC)c1OC. As a reaction SMILES: [Br:24][c:25]1[c:26]([NH2:34])[cH:27][c:28]([N+:31](=[O:32])[O-:33])[cH:29][cH:30]1.[CH3:3][O:4][c:5]1[c:6](-[c:15]2[cH:16][c:17]([C:21](=[O:22])[Cl:23])[cH:18][cH:19][cH:20]2)[cH:7][cH:8][c:9]([O:13][CH3:14])[c:10]1[O:11][CH3:12].[Cl:35][CH2:36][Cl:37].[N:1]#[N:2].[cH:38]1[cH:39][cH:40][n:41][cH:42][cH:43]1>>[CH3:3][O:4][c:5]1[c:6](-[c:15]2[cH:16][c:17]([C:21](=[O:22])[NH:34][c:26]3[c:25]([Br:24])[cH:30][cH:29][c:28]([N+:31](=[O:32])[O-:33])[cH:27]3)[cH:18][cH:19][cH:20]2)[cH:7][cH:8][c:9]([O:13][CH3:14])[c:10]1[O:11][CH3:12]. Reactants: CC1=CC=C(C=C1)C=C1CSCC(C1=O)=CC1=CC=C(C=C1)C (tetrahydro-3,5-bis-(4-methylphenylmethylene)-4H-thiopyran-4-one), C(CC)NN (n-propylhydrazine). The solvent is CO (methanol). The product is CC1=CC=C(C=C1)C1C2=C(N(N1)CCC)C(CSC2)=CC2=CC=C(C=C2)C (2,4,6,7-Tetrahydro-3-(4-methylphenyl)-7-[(4-methylphenyl)-methylene]-1-propylthiopyrano[4,3-c]pyrazole). Yield: 73.0%. Reaction SMILES: [CH3:1][C:2]1[CH:7]=[CH:6][C:5]([CH:8]=[C:9]2[C:14](=O)[C:13](=[CH:16][C:17]3[CH:22]=[CH:21][C:20]([CH3:23])=[CH:19][CH:18]=3)[CH2:12][S:11][CH2:10]2)=[CH:4][CH:3]=1.[CH2:24]([NH:27][NH2:28])[CH2:25][CH3:26]>CO>[CH3:1][C:2]1[CH:7]=[CH:6][C:5]([CH:8]2[NH:28][N:27]([CH2:24][CH2:25][CH3:26])[C:14]3[C:13](=[CH:16][C:17]4[CH:22]=[CH:21][C:20]([CH3:23])=[CH:19][CH:18]=4)[CH2:12][S:11][CH2:10][C:9]2=3)=[CH:4][CH:3]=1. Reported procedure: A mixture of tetrahydro-3,5-bis-(4-methylphenylmethylene)-4H-thiopyran-4-one (6.7 g, 20 mmole) and n-propylhydrazine (1.6 g, 22 mmole) in methanol (250 ml) is heated at reflux temperature for 5 hours, then cooled overnight. The pale yellow precipitate is collected by filtration. The filtrate is concentrated to about 50 ml and additional precipitate is again collected by filtration and combined with the previous batch to give 5.5 g of a crude product mixture. Starting materials: resultant mixture, O (Water), O1COC2=C1C=CC(=C2)C2=CC=C(N2C2=C(C=C(C=C2)C#N)C)CCC(=O)OCC (ethyl 3-(5-(benzo[d][1,3]dioxol-5-yl)-1-(4-cyano-2-methylphenyl)-1H-pyrrol-2-yl)propanoate), C([O-])([O-])=O.[K+].[K+] (potassium carbonate), OO (H2O2). The solvent is CS(=O)C (DMSO). Product: O1COC2=C1C=CC(=C2)C2=CC=C(N2C2=C(C=C(C=C2)C(N)=O)C)CCC(=O)O (3-(5-(benzo[d][1,3]dioxol-5-yl)-1-(4-carbamoyl-2-methylphenyl)-1H-pyrrol-2-yl)propanoic acid). Isolated yield 87.0%. As a reaction SMILES: [O:1]1[C:5]2[CH:6]=[CH:7][C:8]([C:10]3[N:14]([C:15]4[CH:20]=[CH:19][C:18]([C:21]#[N:22])=[CH:17][C:16]=4[CH3:23])[C:13]([CH2:24][CH2:25][C:26]([O:28]CC)=[O:27])=[CH:12][CH:11]=3)=[CH:9][C:4]=2[O:3][CH2:2]1.C(=O)([O-])[O-:32].[K+].[K+].OO.O>CS(C)=O>[O:1]1[C:5]2[CH:6]=[CH:7][C:8]([C:10]3[N:14]([C:15]4[CH:20]=[CH:19][C:18]([C:21](=[O:32])[NH2:22])=[CH:17][C:16]=4[CH3:23])[C:13]([CH2:24][CH2:25][C:26]([OH:28])=[O:27])=[CH:12][CH:11]=3)=[CH:9][C:4]=2[O:3][CH2:2]1 |f:1.2.3|. Reported procedure: To a mixture of ethyl 3-(5-(benzo[d][1,3]dioxol-5-yl)-1-(4-cyano-2-methylphenyl)-1H-pyrrol-2-yl)propanoate (100 mg, 0.249 mmol) and potassium carbonate (52 mg, 0.373 mmol) in DMSO (1 mL) was added 30% aqueous H2O2 (28.2 mg, 0.249 mmol). The resultant mixture was stirred at room temperature for 2 h. TLC showed the reaction was completed. Water (7 mL) was added and white solid precipitated. The suspension was centrifuged and the aqueous phase was discarded. The resultant solid was dried in vacuum ... The reactants are O[C@H]1[C@H](N(C[C@@H]1O)C(CNC(OC(C)(C)C)=O)=O)CC1=CC=C(C=C1)OC (tert-Butyl 2-((2R,3S,4S)-3,4-dihydroxy-2-(4-methoxybenzyl)pyrrolidin-1-yl)-2-oxoethylcarbamate), FC(C(=O)O)(F)F (trifluoroacetic acid). Solvent: C(Cl)Cl (CH2Cl2). Run at time 45 minute. Product: NCC(=O)N1[C@@H]([C@@H]([C@H](C1)O)O)CC1=CC=C(C=C1)OC (2-Amino-1-((2R,3S,4S)-3,4-dihydroxy-2-(4-methoxybenzyl)pyrrolidin-1-yl)ethanone), C(=O)(C(F)(F)F)O (TFA). Reaction SMILES: [OH:1][C@@H:2]1[C@@H:6]([OH:7])[CH2:5][N:4]([C:8](=[O:18])[CH2:9][NH:10]C(=O)OC(C)(C)C)[C@@H:3]1[CH2:19][C:20]1[CH:25]=[CH:24][C:23]([O:26][CH3:27])=[CH:22][CH:21]=1.[F:28][C:29]([F:34])([F:33])[C:30]([OH:32])=[O:31]>C(Cl)Cl>[NH2:10][CH2:9][C:8]([N:4]1[CH2:5][C@H:6]([OH:7])[C@@H:2]([OH:1])[C@H:3]1[CH2:19][C:20]1[CH:25]=[CH:24][C:23]([O:26][CH3:27])=[CH:22][CH:21]=1)=[O:18].[C:30]([OH:32])([C:29]([F:34])([F:33])[F:28])=[O:31]. Procedure details: Following the procedure as described in Example 11, except using material from Example 40 (350 mg, 0,920 mmol), CH2Cl2 (35 mL, trifluoroacetic acid (500 μlit, 6.49 mmol) and stirring at room temp for 45 min, the title compound is isolated (quantitative yield) as a mono TFA salt and is used crude, “as is”, in the next step. LC/MS (Condition A): ret. T=1.54 min, (M+H)+ 281.19. Reactants: CB(O)O (Methyl boronic acid), P(=O)([O-])([O-])[O-].[K+].[K+].[K+] (potassium phosphate), COC(=O)C1=NC(=CN=C1N)Br (3-Amino-6-bromopyrazine-2-carboxylic acid methyl ester), COC=1C=CC=C(C1C=2C=CC=CC2P(C3CCCCC3)C4CCCCC4)OC (S-Phos). Reagents/catalysts: O (water), C(C)(=O)[O-].[Pd+2].C(C)(=O)[O-] (palladium acetate). Solvent: C1(=CC=CC=C1)C (toluene), Cl (hydrochloric acid). The product is COC(=O)C1=NC(=CN=C1N)C (3-amino-6-methylpyrazine-2-carboxylic acid methyl ester). RXN SMILES: [CH3:1][O:2][C:3]([C:5]1[C:10]([NH2:11])=[N:9][CH:8]=[C:7](Br)[N:6]=1)=[O:4].[CH3:13]OC1C=CC=C(OC)C=1C1C=CC=CC=1P(C1CCCCC1)C1CCCCC1.CB(O)O.P([O-])([O-])([O-])=O.[K+].[K+].[K+]>O.Cl.C([O-])(=O)C.[Pd+2].C([O-])(=O)C.C1(C)C=CC=CC=1>[CH3:1][O:2][C:3]([C:5]1[C:10]([NH2:11])=[N:9][CH:8]=[C:7]([CH3:13])[N:6]=1)=[O:4] |f:3.4.5.6,9.10.11|. Reported procedure: 3-Amino-6-bromopyrazine-2-carboxylic acid methyl ester (1.0 g), palladium acetate (0.101 g), and S-Phos (2′-dicyclohexylphosphino-2,6-dimethoxy-1,1′-biphenyl) were placed in a flask, with toluene (15 mL) and water (3 drops). Methyl boronic acid (0.394 g) and potassium phosphate (1.71 g) were added and the reaction mixture was refluxed for 24 hours. After allowing the reaction mixture to cool, the mixture was diluted with aqueous hydrochloric acid (1M) and extracted with ethyl acetate. The solven...